This data is from the Open Reaction Database (ORD), a public repository of structured organic reaction records. The task is: describe an organic reaction: reactants, conditions, products, and yield Starting materials: [Cl-].C(C)OC[N+]1(CCCC1)C (N-ethoxymethyl-N-methylpyrrolidinium chloride), F (hydrofluoric acid). Reaction conditions: temperature 60 celsius. Yields the product F (hydrofluoric acid), [F-].C(C)OC[N+]1(CCCC1)C (N-ethoxymethyl-N-methylpyrrolidinium fluoride). RXN SMILES: [Cl-].[CH2:2]([O:4][CH2:5][N+:6]1([CH3:11])[CH2:10][CH2:9][CH2:8][CH2:7]1)[CH3:3].[FH:12]>>[FH:12].[F-:12].[CH2:2]([O:4][CH2:5][N+:6]1([CH3:11])[CH2:10][CH2:9][CH2:8][CH2:7]1)[CH3:3] |f:0.1,4.5|. Reported procedure: N-ethoxymethyl-N-methylpyrrolidinium chloride (60.90 g) was mixed with a solution of hydrofluoric acid. N2 was bubbled through the mixture with heating at 60° C. to remove hydrogen chloride and an excess of hydrofluoric acid and obtain 62.10 g of N-ethoxymethyl-N-methylpyrrolidinium fluoride. In 1000 g of 50% aqueous solution of hydrofluoric acid was dissolved 156 g of aluminum hydroxide at room temperature and the mixture was filtered. The filtrate was cooled to obtain 442.76 g of aluminum fluo... Reactants: O (water), BrC1=C(C(=NN1C1=C(C=C(C=C1Cl)C(F)(F)F)Cl)C#N)S(=O)(=O)C(F)(F)F (5-bromo-1-(2,6-dichloro-4-trifluoromethylphenyl)-3-cyano-4-trifluoromethylsulfonylpyrazole), COCCN (2-methoxyethylamine), C([O-])([O-])=O.[K+].[K+] (potassium carbonate). The solvent is ClCCl (dichloromethane), O1CCOCC1 (1,4-dioxane), CN(C=O)C (N,N-dimethylformamide). Conditions: temperature 50 celsius, time 4 hour. Product: ClC1=C(C(=CC(=C1)C(F)(F)F)Cl)N1N=C(C(=C1NCCOC)S(=O)(=O)C(F)(F)F)C#N (1-(2,6-dichloro-4-trifluoromethylphenyl)-3-cyano-5-(2-methoxyethylamino)4-trifluoromethylsulfonylpyrazole). RXN SMILES: Br[C:2]1[N:6]([C:7]2[C:12]([Cl:13])=[CH:11][C:10]([C:14]([F:17])([F:16])[F:15])=[CH:9][C:8]=2[Cl:18])[N:5]=[C:4]([C:19]#[N:20])[C:3]=1[S:21]([C:24]([F:27])([F:26])[F:25])(=[O:23])=[O:22].[CH3:28][O:29][CH2:30][CH2:31][NH2:32].C(=O)([O-])[O-].[K+].[K+].O>O1CCOCC1.CN(C)C=O.ClCCl>[Cl:18][C:8]1[CH:9]=[C:10]([C:14]([F:17])([F:16])[F:15])[CH:11]=[C:12]([Cl:13])[C:7]=1[N:6]1[C:2]([NH:32][CH2:31][CH2:30][O:29][CH3:28])=[C:3]([S:21]([C:24]([F:27])([F:26])[F:25])(=[O:23])=[O:22])[C:4]([C:19]#[N:20])=[N:5]1 |f:2.3.4|. Reported procedure: To a solution of 5-bromo-1-(2,6-dichloro-4-trifluoromethylphenyl)-3-cyano-4-trifluoromethylsulfonylpyrazole (2.5 g, 4.8 mmol) in 1,4-dioxane and N,N-dimethylformamide was added 2-methoxyethylamine (0.74 g, 9.7 mmol) and potassium carbonate (1.35 g, 9.7 mmol). The resulting mixture was stirred at 50° C. for 4 hours, left to stand overnight, then poured into a mixture of water and dichloromethane. The organic phase was washed with water, dried (sodium sulfate), evaporated. The crude product was re... The reactants are N#Cc1nn(-c2c(Cl)cc(C(F)(F)F)cc2Cl)c(CO)c1SC(F)(F)F, CN(C)S(F)(F)F, ClCCl, O. Product: N#Cc1nn(-c2c(Cl)cc(C(F)(F)F)cc2Cl)c(CF)c1SC(F)(F)F. As a reaction SMILES: [C:8](#[N:9])[c:10]1[n:11][n:12](-[c:22]2[c:23]([Cl:33])[cH:24][c:25]([C:29]([F:30])([F:31])[F:32])[cH:26][c:27]2[Cl:28])[c:13]([CH2:20][OH:21])[c:14]1[S:15][C:16]([F:17])([F:18])[F:19].[CH3:1][N:2]([S:3]([F:4])([F:5])[F:6])[CH3:7].[Cl:35][CH2:36][Cl:37].[OH2:34]>>[F:5][CH2:20][c:13]1[n:12](-[c:22]2[c:23]([Cl:33])[cH:24][c:25]([C:29]([F:30])([F:31])[F:32])[cH:26][c:27]2[Cl:28])[n:11][c:10]([C:8]#[N:9])[c:14]1[S:15][C:16]([F:17])([F:18])[F:19]. Reaction conditions: temperature 110 celsius, time 2 hour. Reported procedure: To a solution of 2-(4-methoxy-phenyl)-7-(3-morpholin-4-yl-propoxy)-chromene-4-thione (222.0 mg, 0.38 mmol) in 4.0 mL of pyridine was added 80.0 mg (1.15 mmol) of hydroxylamine hydrochloride. The solution was stirred at 110° C. for 2 h. The solvent was removed under vacuum and the residue was treated with ice. The resulting slurry was filtered. The filter cake was washed with H2O purified by prep HPLC to afford 71.4 mg (35.5% yield) of desired product, I-26, as a yellow syrup (TFA salt). 1H NMR (... Reaction SMILES: [CH3:1][O:2][C:3]1[CH:8]=[CH:7][C:6]([C:9]2[O:10][C:11]3[C:16]([C:17](=S)[CH:18]=2)=[CH:15][CH:14]=[C:13]([O:20][CH2:21][CH2:22][CH2:23][N:24]2[CH2:29][CH2:28][O:27][CH2:26][CH2:25]2)[CH:12]=3)=[CH:5][CH:4]=1.Cl.[NH2:31][OH:32]>N1C=CC=CC=1>[CH3:1][O:2][C:3]1[CH:8]=[CH:7][C:6]([C:9]2[O:10][C:11]3[C:16]([C:17](=[N:31][OH:32])[CH:18]=2)=[CH:15][CH:14]=[C:13]([O:20][CH2:21][CH2:22][CH2:23][N:24]2[CH2:29][CH2:28][O:27][CH2:26][CH2:25]2)[CH:12]=3)=[CH:5][CH:4]=1 |f:1.2|. The solvent is N1=CC=CC=C1 (pyridine). Yield: 45.8%. Starting materials: COC1=CC=C(C=C1)C=1OC2=CC(=CC=C2C(C1)=S)OCCCN1CCOCC1 (2-(4-methoxy-phenyl)-7-(3-morpholin-4-yl-propoxy)-chromene-4-thione), Cl.NO (hydroxylamine hydrochloride). The product is COC1=CC=C(C=C1)C=1OC2=CC(=CC=C2C(C1)=NO)OCCCN1CCOCC1 (2-(4-Methoxy-phenyl)-7-(3-morpholin-4-yl-propoxy)-chromen-4-one oxime). As a reaction SMILES: [CH2:27]1[O:28][CH2:29][CH2:30][CH2:31]1.[CH3:25][OH:26].[NH3:24].[OH2:23].[n:1]1[c:2](-[c:10]2[cH:11][c:12]([C:13]#[N:14])[cH:15][c:16]([O:18][CH2:19][CH2:20][O:21][CH3:22])[cH:17]2)[cH:3][n:4]2[n:5][cH:6][cH:7][cH:8][c:9]12>>[n:1]1[c:2](-[c:10]2[cH:11][c:12]([CH2:13][NH2:14])[cH:15][c:16]([O:18][CH2:19][CH2:20][O:21][CH3:22])[cH:17]2)[cH:3][n:4]2[n:5][cH:6][cH:7][cH:8][c:9]12. Yields the product COCCOc1cc(CN)cc(-c2cn3ncccc3n2)c1. Reactants: C1CCOC1, CO, N, O, COCCOc1cc(C#N)cc(-c2cn3ncccc3n2)c1. The reactants are ClCCC[Si](OCCOC)(OCCOC)OCCOC (3-chloropropyltris(methoxyethoxy)-silane), [N-]=[N+]=[N-].[Na+] (sodium azide), Example 1 ( a ). Solvent: C(C)#N (acetonitrile). The product is N(=[N+]=[N-])CCC[Si](OCCOC)(OCCOC)OCCOC (3-azidopropyltris(methoxyethoxy)silane). RXN SMILES: Cl[CH2:2][CH2:3][CH2:4][Si:5]([O:16][CH2:17][CH2:18][O:19][CH3:20])([O:11][CH2:12][CH2:13][O:14][CH3:15])[O:6][CH2:7][CH2:8][O:9][CH3:10].[N-:21]=[N+:22]=[N-:23].[Na+]>C(#N)C>[N:21]([CH2:2][CH2:3][CH2:4][Si:5]([O:16][CH2:17][CH2:18][O:19][CH3:20])([O:11][CH2:12][CH2:13][O:14][CH3:15])[O:6][CH2:7][CH2:8][O:9][CH3:10])=[N+:22]=[N-:23] |f:1.2|. Procedure: 1.0 mole of 3-chloropropyltris(methoxyethoxy)-silane and 1.1 moles of sodium azide in 500 ml of acetonitrile were heated in the presence of 5 mole percent of the catalyst described in Example 1 (a) for eight hours under reflux and stirring. After separation of the salt the subsequent distillation under reduced pressure gave the 3-azidopropyltris(methoxyethoxy)silane in a yield of 84 weight percent with the following characteristics: Starting materials: CCO, [Cl-], COC(=O)Cc1ccc([N+](=O)[O-])cc1Cl, [NH4+], O. Yields the product COC(=O)Cc1ccc(N)cc1Cl. RXN SMILES: [CH2:19]([OH:20])[CH3:21].[Cl-:16].[Cl:1][c:2]1[c:3]([CH2:11][C:12](=[O:13])[O:14][CH3:15])[cH:4][cH:5][c:6]([N+:8]([O-:9])=[O:10])[cH:7]1.[NH4+:17].[OH2:18]>>[Cl:1][c:2]1[c:3]([CH2:11][C:12](=[O:13])[O:14][CH3:15])[cH:4][cH:5][c:6]([NH2:8])[cH:7]1. Reactants: C(C)O (ethanol), ClCC=NOCC(=O)O (Beta-chloroethylideneaminooxyacetic acid), S(=O)(Cl)Cl (thionyl chloride), S(=O)(Cl)Cl (thionyl chloride). Reaction conditions: temperature 0 celsius, time 1 hour. The product is ClCC=NOCC(=O)OCC (Ethyl beta-chloroethylideneaminooxyacetate). Isolated yield 65.0%. RXN SMILES: [CH2:1](O)[CH3:2].S(Cl)(Cl)=O.[Cl:8][CH2:9][CH:10]=[N:11][O:12][CH2:13][C:14]([OH:16])=[O:15]>>[Cl:8][CH2:9][CH:10]=[N:11][O:12][CH2:13][C:14]([O:16][CH2:1][CH3:2])=[O:15]. Procedure details: A dry 25 ml two-necked round bottom flask was equipped with a stirring bar, addition funnel, reflux condenser and nitrogen bubbler. The flask was charged with absolute ethanol (9.2 gm, 200 mmoles) and the addition funnel charged with thionyl chloride (4.3 gm, 36 mmoles). The flask and its contents were cooled to about 0° C. The thionyl chloride was added dropwise while maintaining the flask temperature at 5° C. or below. After the addition was completed, the resulting mixture was stirred for 1 h...